Dataset: the Open Reaction Database (ORD), a public repository of structured organic reaction records. Task: describe an organic reaction: reactants, conditions, products, and yield Reactants: C([O-])([O-])=O.[Na+].[Na+] (sodium carbonate), C(=C/C)/B(O)O ((Z)-prop-1-enylboronic acid), tetrakis(triphenylphosphine)Pd(0), C(C1=CC=CC=C1)N1C[C@]2(CCC3=C([C@@H]2C1)C=CC=C3Br)C (trans-2-Benzyl-6-bromo-3a-methyl-2,3,3a,4,5,9b-hexahydro-1H-benzo[e]isoindole). Solvent: O (water), COCCOC (DME), C(C)O (ethanol). Reaction conditions: temperature 160 celsius. Product: C(C1=CC=CC=C1)N1C[C@]2(CCC3=C([C@@H]2C1)C=CC=C3\C=C/C)C (trans-2-benzyl-3a-methyl-6-((Z)-prop-1-enyl)-2,3,3a,4,5,9b-hexahydro-1H-benzo[e]isoindole). Isolated yield 67.4%. As a reaction SMILES: [CH2:1]([N:8]1[CH2:16][C@@H:15]2[C@:10]([CH3:22])([CH2:11][CH2:12][C:13]3[C:20](Br)=[CH:19][CH:18]=[CH:17][C:14]=32)[CH2:9]1)[C:2]1[CH:7]=[CH:6][CH:5]=[CH:4][CH:3]=1.C(=O)([O-])[O-].[Na+].[Na+].[CH:29](/B(O)O)=[CH:30]/[CH3:31]>COCCOC.C(O)C.O>[CH2:1]([N:8]1[CH2:16][C@@H:15]2[C@:10]([CH3:22])([CH2:11][CH2:12][C:13]3[C:20](/[CH:29]=[CH:30]\[CH3:31])=[CH:19][CH:18]=[CH:17][C:14]=32)[CH2:9]1)[C:2]1[CH:7]=[CH:6][CH:5]=[CH:4][CH:3]=1 |f:1.2.3|. Procedure: trans-2-Benzyl-6-bromo-3a-methyl-2,3,3a,4,5,9b-hexahydro-1H-benzo[e]isoindole (0.561 mmol, 200 mg) was dissolved in DME (1 ml) and ethanol (0.5 ml). 2 N sodium carbonate solution (1 ml) was added along with (Z)-prop-1-enylboronic acid (0.842 mmol, 72.3 mg) and tetrakis(triphenylphosphine)Pd(0) (0.028 mmol, 32.4 mg). The reaction mixture was heated to 160° C. for 15 minutes in a microwave reactor and then diluted with water. The resulting mixture was extracted with DCM (3×) and the combined organ... Reactants: C1=CC(=CC=C1[C@H](C(=O)O)N)O (D-4-Hydroxyphenylglycine), S(=O)(Cl)Cl (thionyl chloride), CO (methanol). Conditions: time 0.5 hour. The product is COC(=O)[C@@H](C1=CC=C(C=C1)O)N.Cl (D-4-hydroxyphenylglycine methyl ester hydrochloride). The yield is 95.3%. Reaction SMILES: [CH:1]1[C:6]([C@@H:7]([NH2:11])[C:8]([OH:10])=[O:9])=[CH:5][CH:4]=[C:3]([OH:12])[CH:2]=1.S(Cl)([Cl:15])=O.[CH3:17]O>>[CH3:17][O:9][C:8]([C@H:7]([NH2:11])[C:6]1[CH:5]=[CH:4][C:3]([OH:12])=[CH:2][CH:1]=1)=[O:10].[ClH:15] |f:3.4|. Procedure details: D-4-Hydroxyphenylglycine 11 (10.1 g, 60.4 mmol) was suspended in methanol (100 ml), and thionyl chloride (5.2 ml, 72.5 mmol) was added dropwise thereto at 50° C. over 0.5 hrs. After further keeping at 50° C. for 3 hrs, the solvent was distilled off under reduced pressure, and toluene and ethyl acetate were added to the residue. A resulting solid was collected by filtration and dried in vacuo to give D-4-hydroxyphenylglycine methyl ester hydrochloride 12 (12.5 g, yield 95.3%).